This data is from the Open Reaction Database (ORD), a public repository of structured organic reaction records. The task is: describe an organic reaction: reactants, conditions, products, and yield Starting materials: N1=CC(=CC=C1)OCC(=O)OC (methyl 2-(pyridin-3-yloxy)-acetate), NCC1=CC=C(C(=O)O)C=C1 (4-aminomethylbezoic acid), C1CCC2=NCCCN2CC1 (DBU). Run in C(C)O (ethanol). Run at time 24 hour. The product is N1=CC(=CC=C1)OCC(=O)NCC1=CC=C(C(=O)O)C=C1 (4-[N-(pyridin-3-yl)oxyacetylaminomethyl]benzoic acid). The yield is 89.3%. Reaction SMILES: [N:1]1[CH:6]=[CH:5][CH:4]=[C:3]([O:7][CH2:8][C:9]([O:11]C)=O)[CH:2]=1.[NH2:13][CH2:14][C:15]1[CH:23]=[CH:22][C:18]([C:19]([OH:21])=[O:20])=[CH:17][CH:16]=1.C1CCN2C(=NCCC2)CC1>C(O)C>[N:1]1[CH:6]=[CH:5][CH:4]=[C:3]([O:7][CH2:8][C:9]([NH:13][CH2:14][C:15]2[CH:16]=[CH:17][C:18]([C:19]([OH:21])=[O:20])=[CH:22][CH:23]=2)=[O:11])[CH:2]=1. Procedure details: 32 g (0.19 mole) of methyl 2-(pyridin-3-yloxy)-acetate, 27 g (0.18 mole) of 4-aminomethylbezoic acid and 59 g (0.39 mole) of DBU were added to ethanol (350 ml), and reaction was then carried out at room temperature for 24 hours. After the reaction mixture had been concentrated, partition was carried out between toluene and water. Concentrated hydrochloric acid was added to the resultant aqueous layer to accomplish neutralization, and a deposited solid was collected by filtration, washed with wat... The reactants are CC(=O)O, CCO, CCOC(C)=O, CNC(=O)c1c(-c2ccc(F)cc2)oc2cc([N+](=O)[O-])c(-c3cccc(C(=O)NC(C)(C)c4ccccc4)c3)cc12, [Fe]. Yields the product CNC(=O)c1c(-c2ccc(F)cc2)oc2cc(N)c(-c3cccc(C(=O)NC(C)(C)c4ccccc4)c3)cc12. As a reaction SMILES: [C:45]([OH:46])(=[O:47])[CH3:48].[CH3:42][CH2:43][OH:44].[CH3:49][CH2:50][O:51][C:52]([CH3:53])=[O:54].[F:1][c:2]1[cH:3][cH:4][c:5](-[c:8]2[o:9][c:10]3[c:11]([c:12]2[C:13](=[O:14])[NH:15][CH3:16])[cH:17][c:18](-[c:24]2[cH:25][c:26]([C:30]([NH:31][C:32]([CH3:33])([CH3:34])[c:35]4[cH:36][cH:37][cH:38][cH:39][cH:40]4)=[O:41])[cH:27][cH:28][cH:29]2)[c:19]([N+:21]([O-:22])=[O:23])[cH:20]3)[cH:6][cH:7]1.[Fe:55]>>[F:1][c:2]1[cH:3][cH:4][c:5](-[c:8]2[o:9][c:10]3[c:11]([c:12]2[C:13](=[O:14])[NH:15][CH3:16])[cH:17][c:18](-[c:24]2[cH:25][c:26]([C:30]([NH:31][C:32]([CH3:33])([CH3:34])[c:35]4[cH:36][cH:37][cH:38][cH:39][cH:40]4)=[O:41])[cH:27][cH:28][cH:29]2)[c:19]([NH2:21])[cH:20]3)[cH:6][cH:7]1. The reactants are C1(CC1)N1C(=CC=C1)C=O (1-cyclopropyl-1H-pyrrole-2-carbaldehyde), C(CCC(=O)OCC)(=O)OCC (diethyl succinate), Cl (HCl), CC(=O)[O-].[K+] (KOAc), Na. The solvent is CCO (EtOH), C(C)(=O)OC(C)=O (acetic anhydride), CCO (EtOH). Product: C(C)(=O)OC1=C2C=CN(C2=CC(=C1)C(=O)OCC)C1CC1 (Ethyl 4-acetoxy-1-cyclopropyl-1H-indole-6-carboxylate). RXN SMILES: [CH:1]1([N:4]2[CH:8]=[CH:7][CH:6]=[C:5]2[CH:9]=O)[CH2:3][CH2:2]1.[C:11]([O:20][CH2:21][CH3:22])(=O)[CH2:12][CH2:13][C:14]([O:16][CH2:17][CH3:18])=[O:15].Cl.CC([O-])=[O:26].[K+]>CCO.C(OC(=O)C)(=O)C>[C:21]([O:20][C:11]1[CH:12]=[C:13]([C:14]([O:16][CH2:17][CH3:18])=[O:15])[CH:9]=[C:5]2[C:6]=1[CH:7]=[CH:8][N:4]2[CH:1]1[CH2:2][CH2:3]1)(=[O:26])[CH3:22] |f:3.4|. Procedure details: Na (14.6 g) was added portion wise to EtOH (400 ml) with stirring at room temperature. To the mixture was added a solution of 1-cyclopropyl-1H-pyrrole-2-carbaldehyde (38.9 g) and diethyl succinate (48.2 ml) in EtOH (100 ml) at 50° C., then the mixture was refluxed overnight. 140 ml of aqueous 5N HCl was added to the mixture at 0° C. and EtOH was evaporated. The residue was extracted with CHCl3, the organic layer was dried over Na2SO4 and concentrated to give red oil. The material was dissolved i... Starting materials: ClC1=CC(=C(C=C1)O)C (4-chloro-2-methylphenol), C([O-])([O-])=O.[K+].[K+] (potassium carbonate), BrCC(C(C)(C)C)=O (bromopinacolone). The reagents and catalysts are [I-].[K+] (potassium iodide). Run in CC(=O)C (acetone). The product is CC1=C(OCC(C(C)(C)C)=O)C=CC(=C1)Cl (1-(2-methyl-4-chlorophenoxy)-3,3-dimethyl-butan-2-one). Yield: 79.1%. Reaction SMILES: [Cl:1][C:2]1[CH:7]=[CH:6][C:5]([OH:8])=[C:4]([CH3:9])[CH:3]=1.C(=O)([O-])[O-].[K+].[K+].Br[CH2:17][C:18](=[O:23])[C:19]([CH3:22])([CH3:21])[CH3:20]>CC(C)=O.[I-].[K+]>[CH3:9][C:4]1[CH:3]=[C:2]([Cl:1])[CH:7]=[CH:6][C:5]=1[O:8][CH2:17][C:18](=[O:23])[C:19]([CH3:22])([CH3:21])[CH3:20] |f:1.2.3,6.7|. Reported procedure: 283 g (2 moles) of 4-chloro-2-methylphenol, 300 g of potassium carbonate and 2 g of potassium iodide were suspended in 2 l of anhydrous acetone and the suspension was heated to the boil. 359 g (2 moles) of bromopinacolone were then gradually added dropwise, while stirring, and the reaction mixture was heated for 5 hours under reflux. Thereafter, first the solvent, and then the ketone were distilled off under reduced pressure. 381 g (79% of theory) of 1-(2-methyl-4-chlorophenoxy)-3,3-dimethyl-but... Starting materials: C([O-])([O-])=O.[K+].[K+] (potassium carbonate), [I-].[Na+] (sodium iodide), ClCCCO (3-chloropropanol), COC(C1=C(C=CC(=C1)O)[N+](=O)[O-])OC (5-Hydroxy-2-nitrobenzaldehyde dimethyl acetal). The solvent is CN(C)C=O (DMF), C(C)(=O)OCC (ethyl acetate). Run at temperature 70 celsius, time 22 hour. The product is COC(C1=C(C=CC(=C1)OCCCO)[N+](=O)[O-])OC (5-(3'-hydroxypropyloxy)-2-nitrobenzaldehyde dimethyl acetal). Isolated yield 94.2%. RXN SMILES: [CH3:1][O:2][CH:3]([O:14][CH3:15])[C:4]1[CH:9]=[C:8]([OH:10])[CH:7]=[CH:6][C:5]=1[N+:11]([O-:13])=[O:12].C(=O)([O-])[O-].[K+].[K+].[I-].[Na+].Cl[CH2:25][CH2:26][CH2:27][OH:28]>CN(C=O)C.C(OCC)(=O)C>[CH3:15][O:14][CH:3]([O:2][CH3:1])[C:4]1[CH:9]=[C:8]([O:10][CH2:25][CH2:26][CH2:27][OH:28])[CH:7]=[CH:6][C:5]=1[N+:11]([O-:13])=[O:12] |f:1.2.3,4.5|. Procedure: 5-Hydroxy-2-nitrobenzaldehyde dimethyl acetal (5.33 g) is dissolved in dry DMF (50 ml), and thereto are added potassium carbonate (6.91 g), sodium iodide (7.5 g) and 3-chloropropanol (4.73 g), and the mixture is stirred at 70° C. for 22 hours. To the mixture is added ethyl acetate, and the insoluble materials are removed by filtration. The filtrate is concentrated under reduced pressure, and the residue is purified by silica gel column chromatography to give 5-(3'-hydroxypropyloxy)-2-nitrobenzal... The reactants are sodium hydroxide ice, CNC (dimethylamine), C=O (formaldehyde), BrC=1C=C2C=CNC2=CC1 (5-bromo-1H-indole). Run in C(C)(=O)O (acetic acid). Conditions: time 21 hour. Yields the product BrC=1C=C2C(=CNC2=CC1)CN(C)C ((5-bromo-1H-indol-3-ylmethyl)-dimethyl-amine). Yield: 88.7%. Reaction SMILES: [CH3:1][NH:2][CH3:3].[CH2:4]=O.[Br:6][C:7]1[CH:8]=[C:9]2[C:13](=[CH:14][CH:15]=1)[NH:12][CH:11]=[CH:10]2>C(O)(=O)C>[Br:6][C:7]1[CH:8]=[C:9]2[C:3](=[CH:14][CH:15]=1)[NH:2][CH:1]=[C:10]2[CH2:11][N:12]([CH3:4])[CH3:13]. Procedure details: To a mixture of 40% aqueous dimethylamine (5.95 g, 52.8 mmol), 37% aqueous formaldehyde (4.21 g, 51.9 mmol) and acetic acid (7 mL) was added 5-bromo-1H-indole (9.79 g, 49.9 mmol). The reaction mixture was stirred for 21 hours at room temperature and poured into a 2.5 N sodium hydroxide/ice mixture (200 mL). This was extracted with ethyl acetate, washed with water and brine, dried over magnesium sulfate and evaporated to dryness. It was dried at 60° C. for 30 minutes to yield (5-bromo-1H-indol-3-... The reactants are [Al+3], CCCCCCn1cncc1C(=O)OC, C1CCOC1, [H-], [H-], [H-], [H-], [Li+], [Na+], [Na+], O=C([O-])[O-]. The product is CCCCCCn1cncc1CO. RXN SMILES: [Al+3:17].[CH2:1]([CH2:2][CH2:3][CH2:4][CH2:5][CH3:6])[n:7]1[cH:8][n:9][cH:10][c:11]1[C:12](=[O:13])[O:14][CH3:15].[CH2:28]1[O:29][CH2:30][CH2:31][CH2:32]1.[H-:16].[H-:19].[H-:20].[H-:21].[Li+:18].[Na+:22].[Na+:23].[O-:24][C:25](=[O:26])[O-:27]>>[CH2:1]([CH2:2][CH2:3][CH2:4][CH2:5][CH3:6])[n:7]1[cH:8][n:9][cH:10][c:11]1[CH2:12][OH:13]. Starting materials: Cl.[N+](=O)([O-])C=1N(C=CN1)CC(CNCCF)O (1-(2-nitro-1-imidazolyl)-3-(2-fluoroethylamino)-2-propanol hydrochloride), [OH-].[Na+] (sodium hydroxide), C (charcoal). Yields the product [N+](=O)([O-])C=1N(C=CN1)CC(CNCCF)O (1-(2-Nitro-1-imidazolyl)-3-(2-fluoroethylamino)-2-propanol). Reaction SMILES: Cl.[N+:2]([C:5]1[N:6]([CH2:10][CH:11]([OH:17])[CH2:12][NH:13][CH2:14][CH2:15][F:16])[CH:7]=[CH:8][N:9]=1)([O-:4])=[O:3].[OH-].[Na+].C>>[N+:2]([C:5]1[N:6]([CH2:10][CH:11]([OH:17])[CH2:12][NH:13][CH2:14][CH2:15][F:16])[CH:7]=[CH:8][N:9]=1)([O-:4])=[O:3] |f:0.1,2.3|. Procedure: In a manner analogous to that described in Example 1(b) there was obtained by reaction of 1-(2-nitro-1-imidazolyl)-3-(1-aziridino)-2-propanol with aqueous hydrofluoric acid (48% w/w HF) at 0°-5° C., 1-(2-nitro-1-imidazolyl)-3-(2-fluoroethylamino)-2-propanol hydrochloride after stirring with cold ethanolic sodium hydroxide (1.0 mol equivalent) and decolourising charcoal for 15 minutes, filtration and treatment with a small excess of ethereal hydrogen chloride; yield 41%, m.p. 177°-179° C. (dec.). The reactants are C(C)(C)(C)OC(NC1=C(C=C(C=C1)C(F)(F)F)NC(CC(=O)C1=CC(=CC=C1)C=1C=NC(=CC1)C(C)C)=O)=O ((2-{3-[3-(6-Isopropyl-pyridin-3-yl)-phenyl]-3-oxo-propionylamino}-4-trifluoromethyl-phenyl)-carbamic acid tert-butyl ester), C(=O)(C(F)(F)F)O (TFA). The solvent is C(Cl)Cl (CH2Cl2). Product: C(C)(C)C1=CC=C(C=N1)C=1C=C(C=CC1)C1=NC2=C(NC(C1)=O)C=C(C=C2)C(F)(F)F (4-[3-(6-Isopropyl-pyridin-3-yl)-phenyl]-8-trifluoromethyl-1,3-dihydro-benzo[b][1,4]diazepin-2-one), solid. Isolated yield 53.0%. RXN SMILES: C(OC(=O)[NH:7][C:8]1[CH:13]=[CH:12]C(C(F)(F)F)=[CH:10][C:9]=1[NH:18][C:19](=[O:38])[CH2:20][C:21]([C:23]1[CH:28]=[CH:27][CH:26]=[C:25]([C:29]2[CH:30]=[N:31][C:32]([CH:35]([CH3:37])[CH3:36])=[CH:33][CH:34]=2)[CH:24]=1)=O)(C)(C)C.[C:40](O)([C:42]([F:45])([F:44])[F:43])=O>C(Cl)Cl>[CH:35]([C:32]1[N:31]=[CH:30][C:29]([C:25]2[CH:24]=[C:23]([C:21]3[CH2:20][C:19](=[O:38])[NH:18][C:9]4[CH:10]=[C:40]([C:42]([F:45])([F:44])[F:43])[CH:12]=[CH:13][C:8]=4[N:7]=3)[CH:28]=[CH:27][CH:26]=2)=[CH:34][CH:33]=1)([CH3:37])[CH3:36]. Procedure details: The title compound was prepared from (2-{3-[3-(6-isopropyl-pyridin-3-yl)-phenyl]-3-oxo-propionylamino}-4-trifluoromethyl-phenyl)-carbamic acid tert-butyl ester (Example M159) (260 mg, 0.506 mmol) by treatment with TFA in CH2Cl2 according to the general procedure N. Obtained as an off-white solid (94 mg, 53%).